Dataset: the Open Reaction Database (ORD), a public repository of structured organic reaction records. Task: describe an organic reaction: reactants, conditions, products, and yield Reactants: CC(=O)c1csc(NC(=O)C(NC(=O)OC(C)(C)C)C(C)c2ccccc2)n1, ClCCl, O=C(O)C(F)(F)F. Yields the product CC(=O)c1csc(NC(=O)C(N)C(C)c2ccccc2)n1. As a reaction SMILES: [C:1]([O:2][C:3](=[O:4])[NH:7][CH:8]([CH:9]([CH3:10])[c:11]1[cH:12][cH:13][cH:14][cH:15][cH:16]1)[C:17]([NH:18][c:19]1[s:20][cH:21][c:22]([C:24]([CH3:25])=[O:26])[n:23]1)=[O:27])([CH3:5])([CH3:6])[CH3:28].[Cl:36][CH2:37][Cl:38].[OH:29][C:30]([C:31]([F:32])([F:33])[F:34])=[O:35]>>[NH2:7][CH:8]([CH:9]([CH3:10])[c:11]1[cH:12][cH:13][cH:14][cH:15][cH:16]1)[C:17]([NH:18][c:19]1[s:20][cH:21][c:22]([C:24]([CH3:25])=[O:26])[n:23]1)=[O:27]. Starting materials: C(CCl)Cl (EDC), NC1CCN(CC1)CCN1C(C=CC2=C(C=C(C=C12)F)F)=O (1-[2-(4-Aminopiperidin-1-yl)ethyl]-5,7-difluoroquinolin-2(1H)-one), NC1CCN(CC1)CCN1C(C=CC2=C(C=C(C=C12)F)F)=O (1-[2-(4-Aminopiperidin-1-yl)ethyl]-5,7-difluoroquinolin-2(1H)-one), C=1C=CC2=C(C1)N=NN2O (HOBT), O1C(COC2=C1C=CC=C2)C(=O)O (2,3-dihydro-1,4-benzodioxine-2-carboxylic acid). Product: FC1=C2C=CC(N(C2=CC(=C1)F)CCN1CCC(CC1)NC(=O)C1COC2=C(O1)C=CC=C2)=O (N-{1-[2-(5,7-Difluoro-2-oxoquinolin-1(2H)-yl)ethyl]piperidin-4-yl}-2,3-dihydro-1,4-benzodioxine-2-carboxamide). The yield is 48.3%. RXN SMILES: [NH2:1][CH:2]1[CH2:7][CH2:6][N:5]([CH2:8][CH2:9][N:10]2[C:19]3[C:14](=[C:15]([F:21])[CH:16]=[C:17]([F:20])[CH:18]=3)[CH:13]=[CH:12][C:11]2=[O:22])[CH2:4][CH2:3]1.[O:23]1[C:28]2[CH:29]=[CH:30][CH:31]=[CH:32][C:27]=2[O:26][CH2:25][CH:24]1[C:33](O)=[O:34].C(Cl)CCl.C1C=CC2N(O)N=NC=2C=1>>[F:21][C:15]1[CH:16]=[C:17]([F:20])[CH:18]=[C:19]2[C:14]=1[CH:13]=[CH:12][C:11](=[O:22])[N:10]2[CH2:9][CH2:8][N:5]1[CH2:4][CH2:3][CH:2]([NH:1][C:33]([CH:24]2[O:23][C:28]3[CH:29]=[CH:30][CH:31]=[CH:32][C:27]=3[O:26][CH2:25]2)=[O:34])[CH2:7][CH2:6]1. Procedure: 1-[2-(4-Aminopiperidin-1-yl)ethyl]-5,7-difluoroquinolin-2(1H)-one (Intermediate 23, 100 mg, 0.326 mmol) was reacted as described for Example 99 with 2,3-dihydro-1,4-benzodioxine-2-carboxylic acid (71 mg, 0.391 mmol), EDC (94 mg, 0.489 mmol) and HOBT (66 mg, 0.489 mmol) to give title compound (73.9 mg). The reactants are BrC=1C=C2C(=NNC(C2=CC1)=O)Cl (6-bromo-4-chloro-2H-phthalazin-1-one), N1(CCOCC1)C=1C=C(CN)C=CC1 (3-morpholin-4-yl-benzylamine), C=1C=CC(=CC1)P(C=2C=CC=CC2)C3=CC=C4C=CC=CC4=C3C5=C6C=CC=CC6=CC=C5P(C=7C=CC=CC7)C=8C=CC=CC8 (rac-BINAP), CC(C)(C)[O-].[Na+] (NaOt-Bu). Reagents/catalysts: C=1C=CC(=CC1)/C=C/C(=O)/C=C/C2=CC=CC=C2.C=1C=CC(=CC1)/C=C/C(=O)/C=C/C2=CC=CC=C2.C=1C=CC(=CC1)/C=C/C(=O)/C=C/C2=CC=CC=C2.[Pd].[Pd] (Pd2(dba)3). Run in CC(=O)N(C)C (DMA), CCOC(=O)C (EtOAc). Product: ClC1=NNC(C2=CC=C(C=C12)NCC1=CC(=CC=C1)N1CCOCC1)=O (4-Chloro-6-(3-morpholin-4-yl-benzylamino)-2H-phthalazin-1-one). RXN SMILES: Br[C:2]1[CH:3]=[C:4]2[C:9](=[CH:10][CH:11]=1)[C:8](=[O:12])[NH:7][N:6]=[C:5]2[Cl:13].[N:14]1([C:20]2[CH:21]=[C:22]([CH:25]=[CH:26][CH:27]=2)[CH2:23][NH2:24])[CH2:19][CH2:18][O:17][CH2:16][CH2:15]1.C1C=CC(P(C2C(C3C(P(C4C=CC=CC=4)C4C=CC=CC=4)=CC=C4C=3C=CC=C4)=C3C(C=CC=C3)=CC=2)C2C=CC=CC=2)=CC=1.CC([O-])(C)C.[Na+]>CC(N(C)C)=O.CCOC(C)=O.C1C=CC(/C=C/C(/C=C/C2C=CC=CC=2)=O)=CC=1.C1C=CC(/C=C/C(/C=C/C2C=CC=CC=2)=O)=CC=1.C1C=CC(/C=C/C(/C=C/C2C=CC=CC=2)=O)=CC=1.[Pd].[Pd]>[Cl:13][C:5]1[C:4]2[C:9](=[CH:10][CH:11]=[C:2]([NH:24][CH2:23][C:22]3[CH:25]=[CH:26][CH:27]=[C:20]([N:14]4[CH2:19][CH2:18][O:17][CH2:16][CH2:15]4)[CH:21]=3)[CH:3]=2)[C:8](=[O:12])[NH:7][N:6]=1 |f:3.4,7.8.9.10.11|. Procedure details: A mixture 6-bromo-4-chloro-2H-phthalazin-1-one (150 mg, 0.58 mmol), 3-morpholin-4-yl-benzylamine (123 mg, 0.64 mmol), Pd2(dba)3 (53 mg, 0.058 mmol), rac-BINAP (132 mg, 0.17 mmol) and NaOt-Bu (140 mg, 1.45 mmol) in DMA (6 mL) was heated at 80° C. for 1 h. The mixture was allowed to cool, diluted with EtOAc (25 mL) and washed with water (25 mL). The organic layer was dried over anhydrous sodium sulfate and concentrated. Chromatography on silica (EtOAc/hexanes) yielded the title compound. 4-Chloro-... The reactants are BrC(C#N)C1=CC=CC=C1 (α-bromobenzeneacetonitrile), O (Water), C1(=CC=CC=C1)[Mg]Br (phenyl magnesium bromide), C(=S)=S (carbon disulfide). Solvent: C1CCOC1 (THF). Reaction conditions: time 0.5 hour. Yields the product C(C1=CC=CC=C1)(=S)SC(C1=CC=CC=C1)C#N (α-cyanobenzyl dithiobenzoate), solid. The yield is 77.0%. As a reaction SMILES: [C:1]1([Mg]Br)[CH:6]=[CH:5][CH:4]=[CH:3][CH:2]=1.[C:9](=[S:11])=[S:10].Br[CH:13]([C:16]1[CH:21]=[CH:20][CH:19]=[CH:18][CH:17]=1)[C:14]#[N:15].O>C1COCC1>[C:9]([S:11][CH:13]([C:14]#[N:15])[C:16]1[CH:21]=[CH:20][CH:19]=[CH:18][CH:17]=1)(=[S:10])[C:1]1[CH:6]=[CH:5][CH:4]=[CH:3][CH:2]=1. Procedure details: To a 100 ml round bottom flask was added 5 ml phenyl magnesium bromide (3M solution in ethyl ether) and diluted to 20 ml with anhydrous THF. 1.2 g carbon disulfide was added dropwise to this mixture and stirred for ½ h at room temperature. Then to the dark red solution was added 3 g α-bromobenzeneacetonitrile dropwise and the mixture stirred for another 3 h. Water was added to the mixture and the organic product was extracted with diethyl ether (3×50 ml), dried with magnesium sulfate overnight a... Starting materials: C1CCOC1, COc1ccc(Nc2ccc(OC)cc2)cc1, O=C(Cl)c1ccc(F)cc1C(F)(F)F, c1ccncc1. Product: COc1ccc(N(C(=O)c2ccc(F)cc2C(F)(F)F)c2ccc(OC)cc2)cc1. Reaction SMILES: [CH2:38]1[O:39][CH2:40][CH2:41][CH2:42]1.[CH3:1][O:2][c:3]1[cH:4][cH:5][c:6]([NH:9][c:10]2[cH:11][cH:12][c:13]([O:16][CH3:17])[cH:14][cH:15]2)[cH:7][cH:8]1.[F:18][c:19]1[cH:20][c:21]([C:28]([F:29])([F:30])[F:31])[c:22]([C:23](=[O:24])[Cl:25])[cH:26][cH:27]1.[cH:32]1[cH:33][cH:34][n:35][cH:36][cH:37]1>>[CH3:1][O:2][c:3]1[cH:4][cH:5][c:6]([N:9]([c:10]2[cH:11][cH:12][c:13]([O:16][CH3:17])[cH:14][cH:15]2)[C:23]([c:22]2[c:21]([C:28]([F:29])([F:30])[F:31])[cH:20][c:19]([F:18])[cH:27][cH:26]2)=[O:24])[cH:7][cH:8]1. The reactants are BrCCBr (1,2-dibromoethane), C(C)OC(C1=C(C=CC=C1)Br)=O (ethyl-2-bromobenzoate), Ni(PPh2CH2CH2)Cl2, [Mg] (magnesium), BrC1=CC=2C(CCC(C2C=C1)(C)C)(C)C (2-bromo-5,5,8,8-tetramethyl-5,6,7,8-tetrahydronaphthalene), BrC1=CC=2C(CCC(C2C=C1)(C)C)(C)C (2-bromo-5,5,8,8-tetramethyl-5,6,7,8-tetrahydronaphthalene). Reagents/catalysts: [Cl-].[Cl-].[Zn+2] (ZnCl2). Solvent: C1CCOC1 (THF), C(C)OCC.C(C)OC(C)=O (diethyl ether ethylacetate), C1CCOC1 (THF), C1CCOC1 (THF), C1CCOC1 (THF). Run at time 15 minute. The product is CC1(C=2C=CC(=CC2C(CC1)(C)C)C1=C(C(=O)OCC)C=CC=C1)C (Ethyl 2-[5,5,8,8-tetramethyl-5,6,7,8-tetrahydronaphth-2-yl]benzoate). As a reaction SMILES: [Mg].Br[C:3]1[CH:12]=[CH:11][C:10]2[C:9]([CH3:14])([CH3:13])[CH2:8][CH2:7][C:6]([CH3:16])([CH3:15])[C:5]=2[CH:4]=1.BrCCBr.[CH2:21]([O:23][C:24](=[O:32])[C:25]1[CH:30]=[CH:29][CH:28]=[CH:27][C:26]=1Br)[CH3:22]>C1COCC1.C(OCC)C.C(OC(=O)C)C.[Cl-].[Cl-].[Zn+2]>[CH3:13][C:9]1([CH3:14])[CH2:8][CH2:7][C:6]([CH3:16])([CH3:15])[C:5]2[CH:4]=[C:3]([C:30]3[CH:29]=[CH:28][CH:27]=[CH:26][C:25]=3[C:24]([O:23][CH2:21][CH3:22])=[O:32])[CH:12]=[CH:11][C:10]1=2 |f:5.6,7.8.9|. Procedure details: To magnesium (180 mgs, 7.5 mmols) in THF (3 ml) was added a solution of 2-bromo-5,5,8,8-tetramethyl-5,6,7,8-tetrahydronaphthalene (200 mgs) in THF (5 ml) followed by 1,2-dibromoethane (94 mgs, 0.5 mmol). The mixture was stirred for 15 mins, then another portion of 2-bromo-5,5,8,8-tetramethyl-5,6,7,8-tetrahydronaphthalene (1.14 g, 5 mmols) in THF (10 ml) was added. The mixture was stirred for 15 mins at room temperature, and refluxed for 1 h. ZnCl2 (680 mgs, 5 mmols) was added, stirred for 40 min...